This data is from the Open Reaction Database (ORD), a public repository of structured organic reaction records. The task is: describe an organic reaction: reactants, conditions, products, and yield Starting materials: ClC1=NC=CC=C1S(=O)(=O)N (2-chloropyridin-3-ylsulfonamide), ice water, Cl (hydrochloric acid), [H-].[Na+] (sodium hydride), C1(CCCC1)O (cyclopentanol). The solvent is CN(C=O)C (dimethylformamide), C(C)(=O)OCC (ethyl acetate), CN(C=O)C (dimethylformamide). Reaction conditions: time 2 hour. Yields the product C1(CCCC1)OC1=NC=CC=C1S(=O)(=O)N (2-cyclopentyloxypyridin-3-ylsulfonamide). RXN SMILES: [H-].[Na+].[CH:3]1([OH:8])[CH2:7][CH2:6][CH2:5][CH2:4]1.Cl[C:10]1[C:15]([S:16]([NH2:19])(=[O:18])=[O:17])=[CH:14][CH:13]=[CH:12][N:11]=1.Cl>CN(C)C=O.C(OCC)(=O)C>[CH:3]1([O:8][C:10]2[C:15]([S:16]([NH2:19])(=[O:18])=[O:17])=[CH:14][CH:13]=[CH:12][N:11]=2)[CH2:7][CH2:6][CH2:5][CH2:4]1 |f:0.1|. Reported procedure: 10.9 g of a 55% dispersion of sodium hydride are suspended in 40 ml of dimethylformamide and then 13.6 ml of cyclopentanol are added dropwise. Then a solution of 19.24 g of 2-chloropyridin-3-ylsulfonamide in 40 ml of dimethylformamide is added dropwise and the reaction mixture is stirred for 2 hours at 35°-40° C. and then taken up in a mixture of 250 ml of ethyl acetate, 250 ml of ice-water and 125 ml of 1N hydrochloric acid. After extraction with 3×100 ml of ethyl acetate the combined organic p... The reactants are N1(CCNCC1)CCNC(C=CC=1C=NC=CC1)=O (N-(2-(piperazin-1-yl)-ethyl]-3-pyridin-3-yl-acrylamide), TEA, C1=C(C=CC2=CC=CC=C12)S(=O)(=O)Cl (naphthalin-2-sulfonic acid chloride), trihydrochloride, trihydrochloride. Solvent: ClCCl (dichloromethane). Yields the product C1=C(C=CC2=CC=CC=C12)S(=O)(=O)N1CCN(CC1)CCNC(C=CC=1C=NC=CC1)=O (N-{2-[4-(naphthalin-2-yl-sulfonyl)-piperazin-1-yl]-ethyl}-3-pyridin-3-yl-acrylamide). Reaction SMILES: [N:1]1([CH2:7][CH2:8][NH:9][C:10](=[O:19])[CH:11]=[CH:12][C:13]2[CH:14]=[N:15][CH:16]=[CH:17][CH:18]=2)[CH2:6][CH2:5][NH:4][CH2:3][CH2:2]1.[CH:20]1[C:29]2[C:24](=[CH:25][CH:26]=[CH:27][CH:28]=2)[CH:23]=[CH:22][C:21]=1[S:30](Cl)(=[O:32])=[O:31]>ClCCl>[CH:20]1[C:29]2[C:24](=[CH:25][CH:26]=[CH:27][CH:28]=2)[CH:23]=[CH:22][C:21]=1[S:30]([N:4]1[CH2:5][CH2:6][N:1]([CH2:7][CH2:8][NH:9][C:10](=[O:19])[CH:11]=[CH:12][C:13]2[CH:14]=[N:15][CH:16]=[CH:17][CH:18]=2)[CH2:2][CH2:3]1)(=[O:31])=[O:32]. Reported procedure: Batch size: 8.0 g (22.6 mmol) N-(2-(piperazin-1-yl)-ethyl]-3-pyridin-3-yl-acrylamide.trihydrochloride (substance 317 as a trihydrochloride), 13 ml (92.7 mmol) TEA and 5.6 g (24.9 mmol) naphthalin-2-sulfonic acid chloride in 180 ml absolute dichloromethane. The reactants are C1(CC1)COC1=C(C=CC(=N1)C(=O)O)N1CC(C1)(F)F (6-cyclopropylmethoxy-5-(3,3-difluoro-azetidin-1-yl)-pyridine-2-carboxylic acid), CC1(COC1)N ((3-methyloxetan-3-yl)-amine). Yields the product CC1(COC1)NC(=O)C1=NC(=C(C=C1)N1CC(C1)(F)F)OCC1CC1 (6-Cyclopropylmethoxy-5-(3,3-difluoro-azetidin-1-yl)-pyridine-2-carboxylic acid (3-methyl-oxetan-3-yl)-amide). As a reaction SMILES: [CH:1]1([CH2:4][O:5][C:6]2[N:11]=[C:10]([C:12]([OH:14])=O)[CH:9]=[CH:8][C:7]=2[N:15]2[CH2:18][C:17]([F:20])([F:19])[CH2:16]2)[CH2:3][CH2:2]1.[CH3:21][C:22]1([NH2:26])[CH2:25][O:24][CH2:23]1>>[CH3:21][C:22]1([NH:26][C:12]([C:10]2[CH:9]=[CH:8][C:7]([N:15]3[CH2:18][C:17]([F:20])([F:19])[CH2:16]3)=[C:6]([O:5][CH2:4][CH:1]3[CH2:2][CH2:3]3)[N:11]=2)=[O:14])[CH2:25][O:24][CH2:23]1. Procedure: The title compound was synthesized in analogy to Example 1, using 6-cyclopropylmethoxy-5-(3,3-difluoro-azetidin-1-yl)-pyridine-2-carboxylic acid (Example 69 b) and (3-methyloxetan-3-yl)-amine (CAN 874473-14-0) as starting materials. Reactants: C(C)C=1C(=C(C2=CC=C(C=C2C1)OC)O)C1=CC=CC=C1 (3-Ethyl-6-(methyloxy)-2-phenyl-1-naphthalenol), FC1=CC=C(C=O)C=C1 (4-Fluorobenzaldehyde), O (water), [H-].[Na+] (NaH). Solvent: CN(C)C=O (DMF), CN(C)C=O (DMF), CN(C)C=O (DMF). Run at time 10 minute. Product: C(C)C=1C(=C(C2=CC=C(C=C2C1)OC)OC1=CC=C(C=O)C=C1)C1=CC=CC=C1 (4-{[3-Ethyl-6-(methyloxy)-2-phenyl-1-naphthalenyl]oxy}benzaldehyde). Yield: 85.8%. As a reaction SMILES: [H-].[Na+].[CH2:3]([C:5]1[C:6]([C:18]2[CH:23]=[CH:22][CH:21]=[CH:20][CH:19]=2)=[C:7]([OH:17])[C:8]2[C:13]([CH:14]=1)=[CH:12][C:11]([O:15][CH3:16])=[CH:10][CH:9]=2)[CH3:4].F[C:25]1[CH:32]=[CH:31][C:28]([CH:29]=[O:30])=[CH:27][CH:26]=1.O>CN(C=O)C>[CH2:3]([C:5]1[C:6]([C:18]2[CH:23]=[CH:22][CH:21]=[CH:20][CH:19]=2)=[C:7]([O:17][C:25]2[CH:32]=[CH:31][C:28]([CH:29]=[O:30])=[CH:27][CH:26]=2)[C:8]2[C:13]([CH:14]=1)=[CH:12][C:11]([O:15][CH3:16])=[CH:10][CH:9]=2)[CH3:4] |f:0.1|. Procedure: To a suspension of NaH (60% in mineral oil, 78 mg, 1.95 mmol) in DMF (15 mL) at 0° C. was added a solution of 3-ethyl-6-(methyloxy)-2-phenyl-1-naphthalenol (57) (0.52 g, 1.86 mmol) in DMF (5 mL). The mixture was stirred at room temperature for 10 min. 4-Fluorobenzaldehyde (0.47 g, 3.72 mmol) in DMF (3 mL) was added and the resulting mixture was heated at 70° C. for 36 h. Cooled to room temperature, the mixture was poured into water (50 mL) and extracted with EtOAc. The extracts were combined and...